Dataset: the Open Reaction Database (ORD), a public repository of structured organic reaction records. Task: describe an organic reaction: reactants, conditions, products, and yield Reactants: CC(C)(C)c1cc([N+](=O)[O-])c(C(=O)O)[nH]1, C1CCOC1, CN1CCOCC1, CN, CCN=C=NCCCN(C)C, Cl, CN(C)C=O, O, O=C(O)CC(O)(CC(=O)O)C(=O)O. The product is CNC(=O)c1[nH]c(C(C)(C)C)cc1[N+](=O)[O-]. As a reaction SMILES: [C:1]([CH3:2])([CH3:3])([CH3:4])[c:5]1[cH:6][c:7]([N+:13](=[O:14])[O-:15])[c:8]([C:10](=[O:11])[OH:12])[nH:9]1.[CH2:56]1[O:57][CH2:58][CH2:59][CH2:60]1.[CH3:16][N:17]1[CH2:18][CH2:19][O:20][CH2:21][CH2:22]1.[CH3:23][NH2:24].[CH3:25][CH2:26][N:27]=[C:28]=[N:29][CH2:30][CH2:31][CH2:32][N:33]([CH3:34])[CH3:35].[ClH:36].[O:51]=[CH:52][N:53]([CH3:54])[CH3:55].[OH2:50].[OH:37][C:38]([CH2:39][C:40]([C:41](=[O:42])[OH:43])([CH2:44][C:45](=[O:46])[OH:47])[OH:48])=[O:49]>>[C:1]([CH3:2])([CH3:3])([CH3:4])[c:5]1[cH:6][c:7]([N+:13](=[O:14])[O-:15])[c:8]([C:10](=[O:12])[NH:17][CH3:16])[nH:9]1. Reactants: CCOC(=O)c1cc(OCC(=O)N2CCCC2C(=O)NC2CCC2)n(-c2ccccc2)n1, C1CCOC1, [Na+], [OH-], O. The product is O=C(O)c1cc(OCC(=O)N2CCCC2C(=O)NC2CCC2)n(-c2ccccc2)n1. RXN SMILES: [CH2:1]([CH3:2])[O:3][C:4](=[O:5])[c:6]1[n:7][n:8](-[c:27]2[cH:28][cH:29][cH:30][cH:31][cH:32]2)[c:9]([O:11][CH2:12][C:13](=[O:14])[N:15]2[CH:16]([C:20]([NH:21][CH:22]3[CH2:23][CH2:24][CH2:25]3)=[O:26])[CH2:17][CH2:18][CH2:19]2)[cH:10]1.[CH2:35]1[O:36][CH2:37][CH2:38][CH2:39]1.[Na+:34].[OH-:33].[OH2:40]>>[O:3]=[C:4]([OH:5])[c:6]1[n:7][n:8](-[c:27]2[cH:28][cH:29][cH:30][cH:31][cH:32]2)[c:9]([O:11][CH2:12][C:13](=[O:14])[N:15]2[CH:16]([C:20]([NH:21][CH:22]3[CH2:23][CH2:24][CH2:25]3)=[O:26])[CH2:17][CH2:18][CH2:19]2)[cH:10]1. The product is CN1C=2N(CCC1)C(N=C(C2)SCC2=C(C=CC=C2)C)=O (1-methyl-8-((2-methylbenzyl)thio)-3,4-dihydro-1H-pyrimido[1,6-a]pyrimidin-6(2H)-one). Reactants: ClC1=NC(N2C(N(CCC2)C)=C1)=O (8-chloro-1-methyl-3,4-dihydro-1H-pyrimido[1,6-a]pyrimidin-6(2H)-one), C1(=C(C=CC=C1)CS)C (o-tolylmethanethiol), CC(C)([O-])C.[K+] (potassium tert-butoxide). The solvent is O1CCCC1 (tetrahydrofuran). The yield is 15.8%. Procedure: To a suspension of 8-chloro-1-methyl-3,4-dihydro-1H-pyrimido[1,6-a]pyrimidin-6(2H)-one (200 mg, 1.002 mmol) and o-tolylmethanethiol (166 mg, 1.202 mmol) in tetrahydrofuran (THF) (5 mL) stirred in air at room temperature was added potassium tert-butoxide (112 mg, 1.002 mmol) in one charge. The reaction mixture was stirred at rt for 3 hr. The resulting mixture was concentrated and purified by prep-HPLC to give 50 mg 1-methyl-8-((2-methylbenzyl)thio)-3,4-dihydro-1H-pyrimido[1,6-a]pyrimidin-6(2H)-on... RXN SMILES: Cl[C:2]1[CH:12]=[C:6]2[N:7]([CH3:11])[CH2:8][CH2:9][CH2:10][N:5]2[C:4](=[O:13])[N:3]=1.[C:14]1([CH3:22])[CH:19]=[CH:18][CH:17]=[CH:16][C:15]=1[CH2:20][SH:21].CC(C)([O-])C.[K+]>O1CCCC1>[CH3:11][N:7]1[CH2:8][CH2:9][CH2:10][N:5]2[C:4](=[O:13])[N:3]=[C:2]([S:21][CH2:20][C:15]3[CH:16]=[CH:17][CH:18]=[CH:19][C:14]=3[CH3:22])[CH:12]=[C:6]12 |f:2.3|. Starting materials: Nc1nc(Cl)nc2c1nc(Br)n2CC1CCOCC1, CO, CO, CS(C)=O, [Na+], [OH-], O. The product is COc1nc2c(N)nc(Cl)nc2n1CC1CCOCC1. As a reaction SMILES: [Br:1][c:2]1[n:3]([CH2:13][CH:14]2[CH2:15][CH2:16][O:17][CH2:18][CH2:19]2)[c:4]2[n:5][c:6]([Cl:12])[n:7][c:8]([NH2:11])[c:9]2[n:10]1.[CH3:23][OH:24].[CH3:25][OH:26].[CH3:27][S:28]([CH3:29])=[O:30].[Na+:21].[OH-:20].[OH2:22]>>[c:2]1([O:20][CH3:23])[n:3]([CH2:13][CH:14]2[CH2:15][CH2:16][O:17][CH2:18][CH2:19]2)[c:4]2[n:5][c:6]([Cl:12])[n:7][c:8]([NH2:11])[c:9]2[n:10]1. Starting materials: [Br-], ClCCCBr, CCCC[N+](CCCC)(CCCC)CCCC, Cl, [Na+], C1CCOC1, [OH-], Cc1cc(O)ccc1Cc1c(OC2OC(COC(=O)C(C)(C)C)C(OC(=O)C(C)(C)C)C(OC(=O)C(C)(C)C)C2OC(=O)C(C)(C)C)n[nH]c1C(C)C. Yields the product Cc1cc(OCCCCl)ccc1Cc1c(OC2OC(COC(=O)C(C)(C)C)C(OC(=O)C(C)(C)C)C(OC(=O)C(C)(C)C)C2OC(=O)C(C)(C)C)n[nH]c1C(C)C. As a reaction SMILES: [Br-:62].[Br:54][CH2:55][CH2:56][CH2:57][Cl:58].[CH2:63]([N+:64]([CH2:65][CH2:66][CH2:67][CH3:68])([CH2:69][CH2:70][CH2:71][CH3:72])[CH2:73][CH2:74][CH2:75][CH3:76])[CH2:77][CH2:78][CH3:79].[ClH:61].[Na+:60].[O:80]1[CH2:81][CH2:82][CH2:83][CH2:84]1.[OH-:59].[OH:1][c:2]1[cH:3][c:4]([CH3:53])[c:5]([CH2:8][c:9]2[c:10]([O:17][CH:18]3[CH:19]([O:20][C:21]([C:22]([CH3:23])([CH3:24])[CH3:25])=[O:26])[CH:27]([O:28][C:29]([C:30]([CH3:31])([CH3:32])[CH3:33])=[O:34])[CH:35]([O:36][C:37]([C:38]([CH3:39])([CH3:40])[CH3:41])=[O:42])[CH:43]([CH2:45][O:46][C:47]([C:48]([CH3:49])([CH3:50])[CH3:51])=[O:52])[O:44]3)[n:11][nH:12][c:13]2[CH:14]([CH3:15])[CH3:16])[cH:6][cH:7]1>>[O:1]([c:2]1[cH:3][c:4]([CH3:53])[c:5]([CH2:8][c:9]2[c:10]([O:17][CH:18]3[CH:19]([O:20][C:21]([C:22]([CH3:23])([CH3:24])[CH3:25])=[O:26])[CH:27]([O:28][C:29]([C:30]([CH3:31])([CH3:32])[CH3:33])=[O:34])[CH:35]([O:36][C:37]([C:38]([CH3:39])([CH3:40])[CH3:41])=[O:42])[CH:43]([CH2:45][O:46][C:47]([C:48]([CH3:49])([CH3:50])[CH3:51])=[O:52])[O:44]3)[n:11][nH:12][c:13]2[CH:14]([CH3:15])[CH3:16])[cH:6][cH:7]1)[CH2:55][CH2:56][CH2:57][Cl:58]. Reactants: C1CCOC1, Cc1c(-c2ccc(OCOCC[Si](C)(C)C)cc2OCOCC[Si](C)(C)C)c(=O)oc2cc(OCOCC[Si](C)(C)C)ccc12, C[Si](C)(C)[N-][Si](C)(C)C, CCOCC, O=C(Cl)CCl, [Li+]. The product is C[Si](C)(C)CCOCOc1ccc(-c2c(CC(=O)CCl)c3ccc(OCOCC[Si](C)(C)C)cc3oc2=O)c(OCOCC[Si](C)(C)C)c1. As a reaction SMILES: [CH2:61]1[O:62][CH2:63][CH2:64][CH2:65]1.[CH3:1][Si:2]([CH2:3][CH2:4][O:5][CH2:6][O:7][c:8]1[c:9](-[c:23]2[c:24](=[O:43])[o:25][c:26]3[cH:27][c:28]([O:34][CH2:35][O:36][CH2:37][CH2:38][Si:39]([CH3:40])([CH3:41])[CH3:42])[cH:29][cH:30][c:31]3[c:32]2[CH3:33])[cH:10][cH:11][c:12]([O:14][CH2:15][O:16][CH2:17][CH2:18][Si:19]([CH3:20])([CH3:21])[CH3:22])[cH:13]1)([CH3:44])[CH3:45].[CH3:47][Si:48]([N-:49][Si:50]([CH3:51])([CH3:52])[CH3:53])([CH3:54])[CH3:55].[CH3:66][CH2:67][O:68][CH2:69][CH3:70].[Cl:56][CH2:57][C:58](=[O:59])[Cl:60].[Li+:46]>>[CH3:1][Si:2]([CH2:3][CH2:4][O:5][CH2:6][O:7][c:8]1[c:9](-[c:23]2[c:24](=[O:43])[o:25][c:26]3[cH:27][c:28]([O:34][CH2:35][O:36][CH2:37][CH2:38][Si:39]([CH3:40])([CH3:41])[CH3:42])[cH:29][cH:30][c:31]3[c:32]2[CH2:33][C:58]([CH2:57][Cl:56])=[O:59])[cH:10][cH:11][c:12]([O:14][CH2:15][O:16][CH2:17][CH2:18][Si:19]([CH3:20])([CH3:21])[CH3:22])[cH:13]1)([CH3:44])[CH3:45]. Reactants: O1C(CCCC1)N1C=2NC(N3C(C2N=C1)=NN=C3)=O (7-(tetrahydro-2h-pyran-2-yl)-6,7-dihydro-5h-[1,2,4]triazolo[3,4-i]purin-5-one), C([O-])([O-])=O.[K+].[K+] (potassium carbonate), C(C(C)C)I (isobutyl iodide). Solvent: CN(C)C=O (DMF), O (water). Conditions: time 8 hour. Yields the product C(C(C)C)N1C(N2C(C=3N=CN(C13)C1OCCCC1)=NN=C2)=O (6-isobutyl-7-(tetrahydro-2H-pyran-2-yl)-6,7-dihydro-5H-[1,2,4]triazolo[3,4-i]purin-5-one). As a reaction SMILES: [O:1]1[CH2:6][CH2:5][CH2:4][CH2:3][CH:2]1[N:7]1[CH:15]=[N:14][C:13]2[C:12]3=[N:16][N:17]=[CH:18][N:11]3[C:10](=[O:19])[NH:9][C:8]1=2.C(=O)([O-])[O-].[K+].[K+].[CH2:26](I)[CH:27]([CH3:29])[CH3:28]>CN(C=O)C.O>[CH2:26]([N:9]1[C:8]2[N:7]([CH:2]3[CH2:3][CH2:4][CH2:5][CH2:6][O:1]3)[CH:15]=[N:14][C:13]=2[C:12]2=[N:16][N:17]=[CH:18][N:11]2[C:10]1=[O:19])[CH:27]([CH3:29])[CH3:28] |f:1.2.3|. Procedure: To a solution of 7-(tetrahydro-2h-pyran-2-yl)-6,7-dihydro-5h-[1,2,4]triazolo[3,4-i]purin-5-one (2.08 g, 4.0 mmol) in DMF (20 ml), was added potassium carbonate (1.10 g, 8.0 mmol) and isobutyl iodide (1.47 g, 8.0 mmol). The mixture was stirred at room temperature overnight. The reaction was diluted with water and extracted with EtOAc three times. The combined organic layers was dried with sodium sulfate, filtered, and concentrated in vacuo to give the product. LCMS calculated for C15H21N6O2(M+H):...